Dataset: the Open Reaction Database (ORD), a public repository of structured organic reaction records. Task: describe an organic reaction: reactants, conditions, products, and yield The reactants are O (H2O), ClC1=CC=C(C=C1)S(=O)(=O)NC1=C(C=CC(=C1)Cl)Cl (4-chloro-N-[5-chloro-2-chlorophenyl]benzenesulfonamide), C1(=CC=CC=C1)P(C1=CC=CC=C1)C1=CC=CC=C1 (triphenylphosphine), 5S-[[(1,1-dimethylethyl)dimethylsilyl]oxy]-2-pentanol, CC(C)OC(=O)/N=N/C(=O)OC(C)C (diisopropylazodicarboxylate). Run in C1CCOC1 (THF). Run at time 12 hour. Product: C1(=CC=CC=C1)S(=O)(=O)N (benzenesulfonamide). Yield: 52.0%. RXN SMILES: Cl[C:2]1[CH:7]=[CH:6][C:5]([S:8]([NH:11]C2C=C(Cl)C=CC=2Cl)(=[O:10])=[O:9])=[CH:4][CH:3]=1.C1(P(C2C=CC=CC=2)C2C=CC=CC=2)C=CC=CC=1.CC(OC(/N=N/C(OC(C)C)=O)=O)C.O>C1COCC1>[C:5]1([S:8]([NH2:11])(=[O:10])=[O:9])[CH:6]=[CH:7][CH:2]=[CH:3][CH:4]=1. Reported procedure: To a solution of 4-chloro-N-[5-chloro-2-chlorophenyl]benzenesulfonamide (1.00 g, 2.97 mmol), triphenylphosphine (1.64 g, 6.24 mmol) and 5S-[[(1,1-dimethylethyl)dimethylsilyl]oxy]-2-pentanol (1.30 g, 5.94 mmol) in THF (12 mL) was added diisopropylazodicarboxylate (1.23 mL, 6.24 mol) dropwise at 0° C. under nitrogen. The resulting mixture was allowed to warm to 22 DC with stirring. Stirring was continued for a period of 12 h followed by the addition of 25 mL of H2O. The mixture was extracted with ... Starting materials: ONC(C1=CC(=CC=C1)S(N)(=O)=O)=N (N-hydroxy-3-sulfamoyl-benzamidine), FC(C1=CC(=NC(=C1)C1=CC=C(C=C1)C(F)(F)F)C(=O)O)(F)F (4-trifluoromethyl-6-(4-trifluoromethyl-phenyl)-pyridine-2-carboxylic acid). Product: FC(C1=CC(=NC(=C1)C1=CC=C(C=C1)C(F)(F)F)C1=NC(=NO1)C=1C=C(C=CC1)S(=O)(=O)N)(F)F (3-{5-[4-Trifluoromethyl-6-(4-trifluoromethyl-phenyl)-pyridin-2-yl]-[1,2,4]oxadiazol-3-yl}-benzenesulfonamide), solid. Yield: 22.0%. RXN SMILES: [OH:1][NH:2][C:3](=[NH:14])[C:4]1[CH:9]=[CH:8][CH:7]=[C:6]([S:10](=[O:13])(=[O:12])[NH2:11])[CH:5]=1.[F:15][C:16]([F:37])([F:36])[C:17]1[CH:22]=[C:21]([C:23]2[CH:28]=[CH:27][C:26]([C:29]([F:32])([F:31])[F:30])=[CH:25][CH:24]=2)[N:20]=[C:19]([C:33](O)=O)[CH:18]=1>>[F:37][C:16]([F:15])([F:36])[C:17]1[CH:22]=[C:21]([C:23]2[CH:28]=[CH:27][C:26]([C:29]([F:30])([F:31])[F:32])=[CH:25][CH:24]=2)[N:20]=[C:19]([C:33]2[O:1][N:2]=[C:3]([C:4]3[CH:5]=[C:6]([S:10]([NH2:11])(=[O:12])=[O:13])[CH:7]=[CH:8][CH:9]=3)[N:14]=2)[CH:18]=1. Procedure details: The title compound was prepared from N-hydroxy-3-sulfamoyl-benzamidine [CAS-No. 9000-88-7] (0.230 g, 1.06 mmol) and 4-trifluoromethyl-6-(4-trifluoromethyl-phenyl)-pyridine-2-carboxylic acid (example D.12) (0.30 g, 1.00 mmol) according to the general procedure V. Obtained as a white solid (0.100 g, 22%). MS (ISP) 513.2 [(M+H)+]; mp 211° C. Reactants: C1COCCO1, CCOC(=O)n1nc2c(c1NC(=O)c1ccccc1CN1C(=O)c3ccccc3C1=O)CN(C(=O)OC(C)(C)C)C2(C)C, Cl. Product: CCOC(=O)n1nc2c(c1NC(=O)c1ccccc1CN1C(=O)c3ccccc3C1=O)CNC2(C)C, Cl. As a reaction SMILES: [CH2:45]1[O:46][CH2:47][CH2:48][O:49][CH2:50]1.[CH3:1][CH2:2][O:3][C:4](=[O:5])[n:6]1[n:7][c:8]2[c:9]([c:10]1[NH:11][C:12]([c:13]1[c:14]([CH2:19][N:20]3[C:21](=[O:30])[c:22]4[cH:23][cH:24][cH:25][cH:26][c:27]4[C:28]3=[O:29])[cH:15][cH:16][cH:17][cH:18]1)=[O:31])[CH2:32][N:33]([C:37]([O:38][C:39]([CH3:40])([CH3:41])[CH3:42])=[O:43])[C:34]2([CH3:35])[CH3:36].[ClH:44]>>[CH3:1][CH2:2][O:3][C:4](=[O:5])[n:6]1[n:7][c:8]2[c:9]([c:10]1[NH:11][C:12]([c:13]1[c:14]([CH2:19][N:20]3[C:21](=[O:30])[c:22]4[cH:23][cH:24][cH:25][cH:26][c:27]4[C:28]3=[O:29])[cH:15][cH:16][cH:17][cH:18]1)=[O:31])[CH2:32][NH:33][C:34]2([CH3:35])[CH3:36].[ClH:44]. Reactants: C[C@@H]1CNC(=O)[C@H](NC(=O)/C=C/C[C@H](OC(=O)[C@@H](OC1=O)CC(C)C)[C@H](C)[C@H]2[C@@H](O2)C=3C=CC=CC3)CC=4C=CC(=C(C4)Cl)OC (Cryptophycin 38), Cl (HCl), solid, C([O-])([O-])=O.[K+].[K+] (potassium carbonate). Run in CC#N.O (CH3CN H2O). Run at time 12 hour. Yields the product CC1CNC(=O)C(NC(=O)/C=C/CC(OC(=O)C(OC1=O)CC(C)C)C(C)C2C(O2)C3=CC=CC=C3)CC4=CC(=C(C=C4)OC)Cl (Cryptophycin). Yield: 18.3%. RXN SMILES: [CH3:1][C@H:2]1[C:20](=[O:21])[O:19][C@@H:18]([CH2:22][CH:23]([CH3:25])[CH3:24])[C:16](=[O:17])[O:15][C@H:14]([C@@H:26]([C@@H:28]2[O:30][C@H:29]2[C:31]2[CH:32]=[CH:33][CH:34]=[CH:35][CH:36]=2)[CH3:27])[CH2:13][CH:12]=[CH:11][C:9](=[O:10])[NH:8][C@H:7]([CH2:37][C:38]2[CH:39]=[CH:40][C:41]([O:45][CH3:46])=[C:42]([Cl:44])[CH:43]=2)[C:5](=[O:6])[NH:4][CH2:3]1.Cl.C(=O)([O-])[O-].[K+].[K+]>CC#N.O>[CH3:1][CH:2]1[C:20](=[O:21])[O:19][CH:18]([CH2:22][CH:23]([CH3:24])[CH3:25])[C:16](=[O:17])[O:15][CH:14]([CH:26]([CH:28]2[O:30][CH:29]2[C:31]2[CH:36]=[CH:35][CH:34]=[CH:33][CH:32]=2)[CH3:27])[CH2:13][CH:12]=[CH:11][C:9](=[O:10])[NH:8][CH:7]([CH2:37][C:38]2[CH:39]=[CH:40][C:41]([O:45][CH3:46])=[C:42]([Cl:44])[CH:43]=2)[C:5](=[O:6])[NH:4][CH2:3]1 |f:2.3.4,5.6|. Procedure details: A solution of 6.0 mg of Cryptophycin 38 in 0.5 mL of dimethoxythane was treated with 2 μL concentrated HCl at room temperature. After 12 hours the excess acid was neutralized by stirring with 20 mg of solid potassium carbonate. The reaction mixture was filtered and the solvent evaporated to obtain a residue which was subjected to reversed-phase HPLC (C18, 10 μm, 22×250 mm column, 3:1 CH3CN/H2O, 3 mL/min flow rate) to give 4.3 mg of Cryptophycin 69 (tR 25.6 min) and 1.1 mg of Cryptophycin 70 (tR ... Starting materials: C(C1=CC=CC=C1)O (benzylalcohol), [H-].[Na+] (sodium hydride), FC1=C(C=C(C=C1)OC)C(F)(F)F (1-fluoro-4-methoxy-2-trifluoromethyl-benzene). The solvent is CN1CCCC1=O (NMP), CN1CCCC1=O (NMP), O (water). Reaction conditions: time 30 minute. Yields the product C(C1=CC=CC=C1)OC1=C(C=C(C=C1)OC)C(F)(F)F (1-benzyloxy-4-methoxy-2-trifluoromethyl-benzene). As a reaction SMILES: [CH2:1]([OH:8])[C:2]1[CH:7]=[CH:6][CH:5]=[CH:4][CH:3]=1.[H-].[Na+].F[C:12]1[CH:17]=[CH:16][C:15]([O:18][CH3:19])=[CH:14][C:13]=1[C:20]([F:23])([F:22])[F:21]>CN1C(=O)CCC1.O>[CH2:1]([O:8][C:12]1[CH:17]=[CH:16][C:15]([O:18][CH3:19])=[CH:14][C:13]=1[C:20]([F:21])([F:22])[F:23])[C:2]1[CH:7]=[CH:6][CH:5]=[CH:4][CH:3]=1 |f:1.2|. Procedure: 18 g (166.67 mmol) of benzylalcohol was slowly added to a solution of 6.7 g (167.50 mmol) of sodium hydride in 148 mL NMP. The reaction mixture was stirred for 30 min at RT, then a solution of 27 g (139.09 mmol) of 1-fluoro-4-methoxy-2-trifluoromethyl-benzene in 515 mL NMP was added, and this was stirred for 30 min at RT and for 2 h at 100° C. After cooling to RT the mixture was diluted with water and extracted with ethyl acetate, the organic phase was washed with saturated sodium chloride solut... Starting materials: Cc1c(Br)sc2cc(C(=O)CBr)ccc12, CC(C)=O, [Na+], [Na+], O=C([O-])[O-], c1c[nH]cn1. The product is Cc1c(Br)sc2cc(C(=O)Cn3ccnc3)ccc12. RXN SMILES: [Br:1][c:2]1[c:3]([CH3:15])[c:4]2[c:5]([s:6]1)[cH:7][c:8]([C:11]([CH2:12][Br:13])=[O:14])[cH:9][cH:10]2.[CH3:27][C:28](=[O:29])[CH3:30].[Na+:21].[Na+:22].[O-:23][C:24](=[O:25])[O-:26].[nH:16]1[cH:17][n:18][cH:19][cH:20]1>>[Br:1][c:2]1[c:3]([CH3:15])[c:4]2[c:5]([s:6]1)[cH:7][c:8]([C:11]([CH2:12][n:16]1[cH:17][n:18][cH:19][cH:20]1)=[O:14])[cH:9][cH:10]2. Reactants: C(C1=CC=CC=C1)[C@@H]1N(C(OC1)=O)C(C[C@H](C1NOC=C1)C1=CC=C(C=C1)OCC1=CC=CC=C1)=O ((S)-4-Benzyl-3-((S)-3-(4-(benzyloxy)phenyl)-3-(dihydroisoxazol-3-yl)propanoyl)oxazolidin-2-one). Reagents/catalysts: [Pd] (Pd/C). Run in CCO (EtOH). Yields the product C(C1=CC=CC=C1)[C@@H]1N(C(OC1)=O)C(C[C@H](C1NOC=C1)C1=CC=C(C=C1)O)=O ((S)-4-Benzyl-3-((S)-3-(4-hydroxyphenyl)-3-(dihydroisoxazol-3-yl)propanoyl)oxazolidin-2-one). The yield is 90.3%. RXN SMILES: [CH2:1]([C@H:8]1[CH2:12][O:11][C:10](=[O:13])[N:9]1[C:14](=[O:36])[CH2:15][C@@H:16]([C:22]1[CH:27]=[CH:26][C:25]([O:28]CC2C=CC=CC=2)=[CH:24][CH:23]=1)[CH:17]1[CH:21]=[CH:20][O:19][NH:18]1)[C:2]1[CH:7]=[CH:6][CH:5]=[CH:4][CH:3]=1>CCO.[Pd]>[CH2:1]([C@H:8]1[CH2:12][O:11][C:10](=[O:13])[N:9]1[C:14](=[O:36])[CH2:15][C@@H:16]([C:22]1[CH:27]=[CH:26][C:25]([OH:28])=[CH:24][CH:23]=1)[CH:17]1[CH:21]=[CH:20][O:19][NH:18]1)[C:2]1[CH:7]=[CH:6][CH:5]=[CH:4][CH:3]=1. Procedure: Compound 9.1 (136 mg) and a catalytic amount of Pd/C in EtOH (2 mL) was stirred at room temperature under 1 atm of H2 for 2.5 hours. The catalyst was removed by filtration, and the filtrate was concentrated to give 9.2 (100 mg). MS ESI (pos.) m/e: 395 (M+H).